This data is from the Open Reaction Database (ORD), a public repository of structured organic reaction records. The task is: describe an organic reaction: reactants, conditions, products, and yield The reactants are CCO, [H][H], Oc1ccc(N=Cc2cccnc2)cc1. Yields the product Oc1ccc(NCc2cccnc2)cc1. Reaction SMILES: [CH3:18][CH2:19][OH:20].[H:16][H:17].[OH:1][c:2]1[cH:3][cH:4][c:5]([N:8]=[CH:9][c:10]2[cH:11][n:12][cH:13][cH:14][cH:15]2)[cH:6][cH:7]1>>[OH:1][c:2]1[cH:3][cH:4][c:5]([NH:8][CH2:9][c:10]2[cH:11][n:12][cH:13][cH:14][cH:15]2)[cH:6][cH:7]1. Reactants: C1CCOC1, OCCN(Cc1ccccc1)Cc1cccnc1Cl, [H-], [Na+], O. Yields the product c1ccc(CN2CCOc3ncccc3C2)cc1. As a reaction SMILES: [CH2:23]1[O:24][CH2:25][CH2:26][CH2:27]1.[CH2:3]([c:4]1[cH:5][cH:6][cH:7][cH:8][cH:9]1)[N:10]([CH2:11][CH2:12][OH:13])[CH2:14][c:15]1[c:16]([Cl:21])[n:17][cH:18][cH:19][cH:20]1.[H-:1].[Na+:2].[OH2:22]>>[CH2:3]([c:4]1[cH:5][cH:6][cH:7][cH:8][cH:9]1)[N:10]1[CH2:11][CH2:12][O:13][c:16]2[c:15]([cH:20][cH:19][cH:18][n:17]2)[CH2:14]1. Reactants: CCC(C)(C)c1ccc(S(=O)(=O)N2CCC(=O)CC2)cc1, NCC(O)COc1cccc2[nH]c3ccccc3c12. The product is CCC(C)(C)c1ccc(S(=O)(=O)N2CCC(NCC(O)COc3cccc4[nH]c5ccccc5c34)CC2)cc1. Reaction SMILES: [CH3:1][C:2]([CH2:3][CH3:4])([CH3:5])[c:6]1[cH:7][cH:8][c:9]([S:12](=[O:13])(=[O:14])[N:15]2[CH2:16][CH2:17][C:18](=[O:21])[CH2:19][CH2:20]2)[cH:10][cH:11]1.[NH2:22][CH2:23][CH:24]([CH2:25][O:26][c:27]1[cH:28][cH:29][cH:30][c:31]2[nH:32][c:33]3[cH:34][cH:35][cH:36][cH:37][c:38]3[c:39]12)[OH:40]>>[CH3:1][C:2]([CH2:3][CH3:4])([CH3:5])[c:6]1[cH:7][cH:8][c:9]([S:12](=[O:13])(=[O:14])[N:15]2[CH2:16][CH2:17][CH:18]([NH:22][CH2:23][CH:24]([CH2:25][O:26][c:27]3[cH:28][cH:29][cH:30][c:31]4[nH:32][c:33]5[cH:34][cH:35][cH:36][cH:37][c:38]5[c:39]34)[OH:40])[CH2:19][CH2:20]2)[cH:10][cH:11]1. Reactants: N1=C(C=CC=C1)C(C1=NC=CC=C1)NC(=O)C=1C=NC2=CC(=CC=C2C1)N (7-amino-quinoline-3-carboxylic acid (di-pyridin-2-yl-methyl)-amide), 4-(N,N-dimethylaminopyridine), N1=CC=CC=C1 (pyridine), C(C1=CC=CC=C1)OC1=C(C(=O)O)C=CC=C1OC (2-benzyloxy-3-methoxybenzoic acid), S(=O)(Cl)Cl (thionyl chloride). Reagents/catalysts: CN(C=O)C (dimethylformamide). Solvent: C(Cl)(Cl)Cl (chloroform). Yields the product N1=C(C=CC=C1)C(C1=NC=CC=C1)NC(=O)C=1C=NC2=CC(=CC=C2C1)NC(C1=C(C(=CC=C1)OC)OCC1=CC=CC=C1)=O (7-(2-Benzyloxy-3-methoxy-benzoylamino)-quinoline-3-carboxylic acid (di-pyridin -2-yl-methyl)-amide). Yield: 32.2%. RXN SMILES: [CH2:1]([O:8][C:9]1[C:17]([O:18][CH3:19])=[CH:16][CH:15]=[CH:14][C:10]=1[C:11]([OH:13])=O)[C:2]1[CH:7]=[CH:6][CH:5]=[CH:4][CH:3]=1.S(Cl)(Cl)=O.[N:24]1[CH:29]=[CH:28][CH:27]=[CH:26][C:25]=1[CH:30]([NH:37][C:38]([C:40]1[CH:41]=[N:42][C:43]2[C:48]([CH:49]=1)=[CH:47][CH:46]=[C:45]([NH2:50])[CH:44]=2)=[O:39])[C:31]1[CH:36]=[CH:35][CH:34]=[CH:33][N:32]=1.N1C=CC=CC=1>CN(C)C=O.C(Cl)(Cl)Cl>[N:32]1[CH:33]=[CH:34][CH:35]=[CH:36][C:31]=1[CH:30]([NH:37][C:38]([C:40]1[CH:41]=[N:42][C:43]2[C:48]([CH:49]=1)=[CH:47][CH:46]=[C:45]([NH:50][C:11](=[O:13])[C:10]1[CH:14]=[CH:15][CH:16]=[C:17]([O:18][CH3:19])[C:9]=1[O:8][CH2:1][C:2]1[CH:3]=[CH:4][CH:5]=[CH:6][CH:7]=1)[CH:44]=2)=[O:39])[C:25]1[CH:26]=[CH:27][CH:28]=[CH:29][N:24]=1. Procedure: A mixture of 2-benzyloxy-3-methoxybenzoic acid (109 mg, 0.42 mmol), thionyl chloride (5 ml) and 1 drop dimethylformamide was heated under reflux for 2 hr. The thionyl chloride was removed in vacuo, with traces being removed by adding methylene chloride and concentrating the solution in vacuo. The resulting 2-benzyloxy-3-methoxybenzoyl chloride was dissolved in chloroform and the solution was added dropwise to a solution of 7-amino-quinoline-3-carboxylic acid (di-pyridin-2-yl-methyl)-amide (75 mg... Starting materials: O=C(CC1CCCC1)c1c(-c2ccc3c(Br)c(O)ccc3c2)oc2ccccc12, N#CCBr, O=C([O-])[O-], CC(C)=O, [Cs+], [Cs+]. The product is N#CCOc1ccc2cc(-c3oc4ccccc4c3C(=O)CC3CCCC3)ccc2c1Br. Reaction SMILES: [Br:1][c:2]1[c:3]2[cH:4][cH:5][c:6](-[c:13]3[o:14][c:15]4[c:16]([c:17]3[C:18]([CH2:19][CH:20]3[CH2:21][CH2:22][CH2:23][CH2:24]3)=[O:25])[cH:26][cH:27][cH:28][cH:29]4)[cH:7][c:8]2[cH:9][cH:10][c:11]1[OH:12].[Br:36][CH2:37][C:38]#[N:39].[C:30](=[O:31])([O-:32])[O-:33].[CH3:40][C:41](=[O:42])[CH3:43].[Cs+:34].[Cs+:35]>>[Br:1][c:2]1[c:3]2[cH:4][cH:5][c:6](-[c:13]3[o:14][c:15]4[c:16]([c:17]3[C:18]([CH2:19][CH:20]3[CH2:21][CH2:22][CH2:23][CH2:24]3)=[O:25])[cH:26][cH:27][cH:28][cH:29]4)[cH:7][c:8]2[cH:9][cH:10][c:11]1[O:12][CH2:37][C:38]#[N:39].